From a dataset of the Open Reaction Database (ORD), a public repository of structured organic reaction records. describe an organic reaction: reactants, conditions, products, and yield The reactants are CC(C)(C)OC(=O)Nc1ccccc1NC(=O)c1cc2cc(OCc3ccccn3)ccc2s1, O=C([O-])O, [Na+], O=C(O)C(F)(F)F. RXN SMILES: [C:1]([O:2][C:3](=[O:4])[NH:7][c:8]1[c:9]([NH:14][C:15](=[O:16])[c:17]2[cH:18][c:19]3[c:20]([s:21]2)[cH:22][cH:23][c:24]([O:26][CH2:27][c:28]2[n:29][cH:30][cH:31][cH:32][cH:33]2)[cH:25]3)[cH:10][cH:11][cH:12][cH:13]1)([CH3:5])([CH3:6])[CH3:34].[C:35](=[O:36])([OH:37])[O-:38].[Na+:39].[OH:40][C:41]([C:42]([F:43])([F:44])[F:45])=[O:46]>>[NH2:7][c:8]1[c:9]([NH:14][C:15](=[O:16])[c:17]2[cH:18][c:19]3[c:20]([s:21]2)[cH:22][cH:23][c:24]([O:26][CH2:27][c:28]2[n:29][cH:30][cH:31][cH:32][cH:33]2)[cH:25]3)[cH:10][cH:11][cH:12][cH:13]1. Product: Nc1ccccc1NC(=O)c1cc2cc(OCc3ccccn3)ccc2s1. The reactants are BrC(C)CCCC(C)C (2-bromo-6-methyl-heptane), COC=1C=C(C=O)C=C(C1O)Br (3-methoxy-4-hydroxy-5-bromo-benzaldehyde). Product: BrC=1C(=C(C=C(C=O)C1)OC)OC(CCCC(C)C)C (5-bromo-4-[(1,5-dimethyl-hexyl)-oxy]-m-anisaldehyde). RXN SMILES: Br[CH:2]([CH2:4][CH2:5][CH2:6][CH:7]([CH3:9])[CH3:8])[CH3:3].[CH3:10][O:11][C:12]1[CH:13]=[C:14]([CH:17]=[C:18]([Br:21])[C:19]=1[OH:20])[CH:15]=[O:16]>>[Br:21][C:18]1[C:19]([O:20][CH:2]([CH3:3])[CH2:4][CH2:5][CH2:6][CH:7]([CH3:9])[CH3:8])=[C:12]([O:11][CH3:10])[CH:13]=[C:14]([CH:17]=1)[CH:15]=[O:16]. Procedure details: 2-bromo-6-methyl-heptane was reacted with 3-methoxy-4-hydroxy-5-bromo-benzaldehyde to obtain 5-bromo-4-[(1,5-dimethyl-hexyl)-oxy]-m-anisaldehyde (boiling point = 190°-193°C/0.1 mmHg); 2-bromo-6-methyl-heptane was reacted with p-hydroxy-benzonitrile to obtain p-[(1,5-dimethyl-hexyl)-oxy]-benzonitrile (boiling point = 165°-168°C/1.0 mmHg); Starting materials: N1C=NC=C1 (imidazole), OC1=C(CO)C=CC=C1 (2-hydroxybenzyl alcohol). Solvent: O (H2O). Run at temperature 120 celsius, time 5 hour. Yields the product N1C(=NC=C1)CC1=C(C=CC=C1)O (2-[(Imidazol-2-yl)methyl]-phenol). As a reaction SMILES: [NH:1]1[CH:5]=[CH:4][N:3]=[CH:2]1.[OH:6][C:7]1[CH:14]=[CH:13][CH:12]=[CH:11][C:8]=1[CH2:9]O>O>[NH:1]1[CH:5]=[CH:4][N:3]=[C:2]1[CH2:9][C:8]1[CH:11]=[CH:12][CH:13]=[CH:14][C:7]=1[OH:6]. Reported procedure: A mechanical mixture of imidazole (5 eq., 3.5 g) and 2-hydroxybenzyl alcohol (1.0 eq., 1.24 g) was heated to about 120° C. in a stoppered flask. The melt was stirred for 5 hours at about 120° C., allowed to cool and the fused mass was treated with hot H2O (40 mL) and the resulting suspension was cooled to about 4° C. The white crystalline precipitate was filtered and dried in vacuo to constant mass (1.49 g, 85%; LSIMS m/z 175 (MH+)). Starting materials: CC=1NC(=C(N1)C)C=1C=C(C(=O)O)C=CC1C (3-(2,4-dimethyl-1H-imidazol-5-yl)-4-methylbenzoic acid), CC1=C(C(=O)OC)C=C(C(=C1)C)C1=C(N=C(N1)C1COC1)C (methyl 2,4-dimethyl-5-(4-methyl-2-(oxetan-3-yl)-1H-imidazol-5-yl)benzoate), CC1=C(C(=O)OC)C=C(C(=C1)C)C1=C(N=C(N1)C1COC1)C (methyl 2,4-dimethyl-5-(4-methyl-2-(oxetan-3-yl)-1H-imidazol-5-yl)benzoate), CC=1NC(=C(N1)C)C=1C=C(C(=O)OC)C=CC1C (methyl 3-(2,4-dimethyl-1H-imidazol-5-yl)-4-methylbenzoate). Product: CC1=C(C(=O)O)C=C(C(=C1)C)C1=C(N=C(N1)C1COC1)C (2,4-Dimethyl-5-(4-methyl-2-(oxetan-3-yl)-1H-imidazol-5-yl)benzoic acid). RXN SMILES: CC1NC(C2C=C(C=CC=2C)C(O)=O)=C(C)N=1.[CH3:18][C:19]1[CH:28]=[C:27]([CH3:29])[C:26]([C:30]2[NH:34][C:33]([CH:35]3[CH2:38][O:37][CH2:36]3)=[N:32][C:31]=2[CH3:39])=[CH:25][C:20]=1[C:21]([O:23]C)=[O:22].CC1NC(C2C=C(C=CC=2C)C(OC)=O)=C(C)N=1>>[CH3:18][C:19]1[CH:28]=[C:27]([CH3:29])[C:26]([C:30]2[NH:34][C:33]([CH:35]3[CH2:38][O:37][CH2:36]3)=[N:32][C:31]=2[CH3:39])=[CH:25][C:20]=1[C:21]([OH:23])=[O:22]. Procedure details: The title compound was prepared using standard chemical manipulations and procedures similar to those used for the preparation of compound 5.7, except methyl 2,4-dimethyl-5-(4-methyl-2-(oxetan-3-yl)-1H-imidazol-5-yl)benzoate (compound 180.3) was used in place of methyl 3-(2,4-dimethyl-1H-imidazol-5-yl)-4-methylbenzoate (compound 5.6). m/z (ES+) 287 (M+H)+. Starting materials: OC1=NC=C(C=C1C(F)(F)F)[N+](=O)[O-] (2-hydroxy-5-nitro-3-(trifluoromethyl)pyridine), CN(C(=O)Cl)C1=CC=CC=C1 (N-methyl-N-phenylcarbamoyl chloride), N12CCN(CC1)CC2 (1,4-diazabicyclo[2.2.2]octane). Run in O1CCCC1 (tetrahydrofuran). Yields the product [N+](=O)([O-])C=1C=C(C(=NC1)OC(N(C1=CC=CC=C1)C)=O)C(F)(F)F (Methyl-phenyl-carbamic acid 5-nitro-3-trifluoromethyl-pyridin-2-yl ester). Yield: 93.2%. As a reaction SMILES: [OH:1][C:2]1[C:7]([C:8]([F:11])([F:10])[F:9])=[CH:6][C:5]([N+:12]([O-:14])=[O:13])=[CH:4][N:3]=1.[CH3:15][N:16]([C:20]1[CH:25]=[CH:24][CH:23]=[CH:22][CH:21]=1)[C:17](Cl)=[O:18].N12CCN(CC1)CC2>O1CCCC1>[N+:12]([C:5]1[CH:6]=[C:7]([C:8]([F:11])([F:9])[F:10])[C:2]([O:1][C:17](=[O:18])[N:16]([CH3:15])[C:20]2[CH:25]=[CH:24][CH:23]=[CH:22][CH:21]=2)=[N:3][CH:4]=1)([O-:14])=[O:13]. Procedure details: A solution of 2-hydroxy-5-nitro-3-(trifluoromethyl)pyridine (0.36 g, 1.73 mmol), N-methyl-N-phenylcarbamoyl chloride (0.44 g, 2.59 mmol) and 1,4-diazabicyclo[2.2.2]octane (0.29 g, 2.59 mmol) in tetrahydrofuran (15 ml) was stirred at room temperature for 18 hours. The solvent was evaporated in vacuo and the residue was purified by flash column chromatography (SiO2, ethyl acetate:heptane (15:85)) yielding the title compound (0.55 g, 92% yield) as an orange solid. The product is BrC1=CC=CC(=N1)CN1C=C(C(C2=CC=CC=C12)=O)C(C1=CC(=C(C=C1)Cl)F)=O (1-(6-Bromo-pyridin-2-ylmethyl)-3-(4-chloro-3-fluoro-benzoyl)-1H-quinolin-4-one). The solvent is C1CCOC1 (THF). RXN SMILES: CON(C)[C:4]([C:6]1[C:15](=[O:16])[C:14]2[C:9](=[CH:10][CH:11]=[CH:12][CH:13]=2)[N:8]([CH2:17][C:18]2[CH:23]=[CH:22][CH:21]=[C:20]([Br:24])[N:19]=2)[CH:7]=1)=[O:5].[Cl:26][C:27]1[CH:32]=[CH:31][C:30]([Mg]Br)=[CH:29][C:28]=1[F:35]>C1COCC1>[Br:24][C:20]1[N:19]=[C:18]([CH2:17][N:8]2[C:9]3[C:14](=[CH:13][CH:12]=[CH:11][CH:10]=3)[C:15](=[O:16])[C:6]([C:4](=[O:5])[C:30]3[CH:31]=[CH:32][C:27]([Cl:26])=[C:28]([F:35])[CH:29]=3)=[CH:7]2)[CH:23]=[CH:22][CH:21]=1. Reported procedure: Experimental conditions analogous to those described for Step 6 of Example 60 from 90 mg (0.22 mmol) of 1-(6-bromo-pyridin-2-ylmethyl)-4-oxo-1,4-dihydro-quinoline-3-carboxylic acid methoxy-methyl-amide in 1.5 mL THF and 0.98 mL 0.5M 4-chloro-3-fluorophenylmagnesium bromide. Yield: 52 mg of a white solid. LC-MSD, m/z for C22H13BrClFN2O2 [M+H]+=471.0, 473.0; HPLC retention time: 2.6 min. Starting materials: CON(C(=O)C1=CN(C2=CC=CC=C2C1=O)CC1=NC(=CC=C1)Br)C (1-(6-bromo-pyridin-2-ylmethyl)-4-oxo-1,4-dihydro-quinoline-3-carboxylic acid methoxy-methyl-amide), white solid, ClC1=C(C=C(C=C1)[Mg]Br)F (4-chloro-3-fluorophenylmagnesium bromide).